Dataset: the Open Reaction Database (ORD), a public repository of structured organic reaction records. Task: describe an organic reaction: reactants, conditions, products, and yield The reactants are BrC1=CC(=C(C=C1)F)F (1-bromo-3,4-difluorobenzene), C(C)(C)NC(C)C (N,N-diisopropylamine), C(CCC)[Li] (n-butyllithium), Cl[Si](C)(C)C (chlorotrimethylsilane). Solvent: O1CCCC1 (tetrahydrofuran), O1CCCC1 (tetrahydrofuran), CCCCCC (hexane), O (water), C(C)(=O)OCC (ethyl acetate). Conditions: temperature -78 celsius, time 10 minute. Product: BrC1=CC=C(C(=C1[Si](C)(C)C)F)F ((6-Bromo-2,3-difluorophenyl)trimethylsilane). Reaction SMILES: C(NC(C)C)(C)C.C([Li])CCC.[Br:13][C:14]1[CH:19]=[CH:18][C:17]([F:20])=[C:16]([F:21])[CH:15]=1.Cl[Si:23]([CH3:26])([CH3:25])[CH3:24]>O1CCCC1.CCCCCC.O.C(OCC)(=O)C>[Br:13][C:14]1[C:15]([Si:23]([CH3:26])([CH3:25])[CH3:24])=[C:16]([F:21])[C:17]([F:20])=[CH:18][CH:19]=1. Procedure details: Under nitrogen atmosphere, to a solution of 18.2 mL of N,N-diisopropylamine in 200 mL of tetrahydrofuran was added 66.0 mL of 1.57 M n-butyllithium in hexane at 0° C., and stirred at this temperature for 10 minutes. After cooling to −78° C., a solution containing 20.0 g of 1-bromo-3,4-difluorobenzene in 100 mL of tetrahydrofuran was added dropwise and stirred at this temperature for 30 minutes, stirred at this temperature for 30 minutes, added dropwise with 32.9 mL of chlorotrimethylsilane, and ... Starting materials: N1CCOCC1 (morpholine), ClC1=NC=2N(C(NC(C2N1CC=C)=O)=O)CCCCC (8-chloro-3-pentyl-7-(2-propen-1-yl)-3,7-dihydro-1H-purine-2,6-dione), C1(=CC=CC=C1)CC1=NC(=NO1)CCCO (3-[5-(phenylmethyl)-1,2,4-oxadiazol-3-yl]-1-propanol), C1=CC=C(C=C1)COC(=O)/N=N/C(=O)OCC2=CC=CC=C2 (DBAD), C1(=CC=CC=C1)P(C1=CC=CC=C1)C1=CC=CC=C1 (triphenylphosphine). Reagents/catalysts: C=1C=CC(=CC1)[P](C=2C=CC=CC2)(C=3C=CC=CC3)[Pd]([P](C=4C=CC=CC4)(C=5C=CC=CC5)C=6C=CC=CC6)([P](C=7C=CC=CC7)(C=8C=CC=CC8)C=9C=CC=CC9)[P](C=1C=CC=CC1)(C=1C=CC=CC1)C=1C=CC=CC1 (Pd(PPh3)4), C=1C=CC(=CC1)[P](C=2C=CC=CC2)(C=3C=CC=CC3)[Pd]([P](C=4C=CC=CC4)(C=5C=CC=CC5)C=6C=CC=CC6)([P](C=7C=CC=CC7)(C=8C=CC=CC8)C=9C=CC=CC9)[P](C=1C=CC=CC1)(C=1C=CC=CC1)C=1C=CC=CC1 (Pd(PPh3)4). Solvent: C1CCOC1 (THF). Reaction conditions: time 18 hour. The product is ClC1=NC=2N(C(N(C(C2N1)=O)CCCC1=NOC(=N1)CC1=CC=CC=C1)=O)CCCCC (8-Chloro-3-pentyl-1-{3-[5-(phenylmethyl)-1,2,4-oxadiazol-3-yl]propyl}-3,7-dihydro-1H-purine-2,6-dione). The yield is 16.7%. Reaction SMILES: [Cl:1][C:2]1[N:10](CC=C)[C:9]2[C:8](=[O:14])[NH:7][C:6](=[O:15])[N:5]([CH2:16][CH2:17][CH2:18][CH2:19][CH3:20])[C:4]=2[N:3]=1.[C:21]1([CH2:27][C:28]2[O:32][N:31]=[C:30]([CH2:33][CH2:34][CH2:35]O)[N:29]=2)[CH:26]=[CH:25][CH:24]=[CH:23][CH:22]=1.C1C=CC(COC(/N=N/C(OCC2C=CC=CC=2)=O)=O)=CC=1.C1(P(C2C=CC=CC=2)C2C=CC=CC=2)C=CC=CC=1.N1CCOCC1>C1COCC1.C1C=CC([P]([Pd]([P](C2C=CC=CC=2)(C2C=CC=CC=2)C2C=CC=CC=2)([P](C2C=CC=CC=2)(C2C=CC=CC=2)C2C=CC=CC=2)[P](C2C=CC=CC=2)(C2C=CC=CC=2)C2C=CC=CC=2)(C2C=CC=CC=2)C2C=CC=CC=2)=CC=1>[Cl:1][C:2]1[NH:10][C:9]2[C:8](=[O:14])[N:7]([CH2:35][CH2:34][CH2:33][C:30]3[N:29]=[C:28]([CH2:27][C:21]4[CH:26]=[CH:25][CH:24]=[CH:23][CH:22]=4)[O:32][N:31]=3)[C:6](=[O:15])[N:5]([CH2:16][CH2:17][CH2:18][CH2:19][CH3:20])[C:4]=2[N:3]=1 |^1:92,94,113,132|. Procedure: To a stirred solution of 8-chloro-3-pentyl-7-(2-propen-1-yl)-3,7-dihydro-1H-purine-2,6-dione (0.20, 0.67 mmol) in THF (5 ml) was added 3-[5-(phenylmethyl)-1,2,4-oxadiazol-3-yl]-1-propanol (0.162 g, 0.74 mmol), DBAD (0.186 g, 0.81 mmol) and triphenylphosphine (0.212 g, 0.81 mmol) and the solution stirred for 18 h. To the solution was added Pd(PPh3)4 (75 mg, 0.067 mmol) and morpholine (604 μl, 6.7 mmol) were added and stirred for at rt under nitrogen for a further 3 h. 75 mg of Pd(PPh3)4 was added... The reactants are BrC1=NC(=CC(=C1)NS(=O)(=O)C1=CC=C(C=C1)NC(C)=O)C (N-[4-(2-bromo-6-methyl-pyridin-4-ylsulfamoyl)-phenyl]-acetamide), Cl (HCl). Run in [OH-].[Na+] (NaOH). Yields the product NC1=CC=C(C=C1)S(=O)(=O)NC1=CC(=NC(=C1)C)Br (4-amino-N-(2-bromo-6-methyl-pyridin-4-yl)-benzenesulfonamide). Isolated yield 92.5%. Reaction SMILES: [Br:1][C:2]1[CH:7]=[C:6]([NH:8][S:9]([C:12]2[CH:17]=[CH:16][C:15]([NH:18]C(=O)C)=[CH:14][CH:13]=2)(=[O:11])=[O:10])[CH:5]=[C:4]([CH3:22])[N:3]=1.Cl>[OH-].[Na+]>[NH2:18][C:15]1[CH:16]=[CH:17][C:12]([S:9]([NH:8][C:6]2[CH:5]=[C:4]([CH3:22])[N:3]=[C:2]([Br:1])[CH:7]=2)(=[O:11])=[O:10])=[CH:13][CH:14]=1 |f:2.3|. Procedure details: 1.15 g (0.003 mol) of N-[4-(2-bromo-6-methyl-pyridin-4-ylsulfamoyl)-phenyl]-acetamide were dissolved in 15 ml of 2N NaOH and boiled at reflux for 1 hour. After cooling the mixture was acidified to pH 5 with 2N HCl and the colourless precipitate which separated was filtered off. The material on the suction filter was washed with copious water and dried. There was obtained 0.95 g (93%) of 4-amino-N-(2-bromo-6-methyl-pyridin-4-yl)-benzenesulfonamide as colorless crystals; m.p.: >110° C. (dec.). Run in CC(=O)C (acetone). Reactants: CI (methyl iodide), C(\C=C/CCC)OC=1C(=NSN1)C=1C=NC=CC1 (cis-3-(4-(2-hexenyloxy)-1, 2,5-thiadiazol-3-yl)pyridine). As a reaction SMILES: [CH3:1][I:2].[CH2:3]([O:9][C:10]1[C:11]([C:15]2[CH:16]=[N:17][CH:18]=[CH:19][CH:20]=2)=[N:12][S:13][N:14]=1)/[CH:4]=[CH:5]\[CH2:6][CH2:7][CH3:8]>CC(C)=O>[I-:2].[CH2:3]([O:9][C:10]1[C:11]([C:15]2[CH:16]=[N+:17]([CH3:1])[CH:18]=[CH:19][CH:20]=2)=[N:12][S:13][N:14]=1)/[CH:4]=[CH:5]\[CH2:6][CH2:7][CH3:8] |f:3.4|. Yields the product [I-].C(\C=C/CCC)OC=1C(=NSN1)C=1C=[N+](C=CC1)C (cis-3-(4-(2-hexenyloxy)-1,2,5-thiadiazol-3-yl)-1-methylpyridinium iodide). Run at time 18 hour. Reported procedure: A mixture of methyl iodide (0.5 ml, 7.5 mmol) and cis-3-(4-(2-hexenyloxy)-1, 2,5-thiadiazol-3-yl)pyridine (3 mmol) in acetone (4 ml) was stirred at room temperature for 18 h. The title compound precipitated from the solution and was collected by filtration.